describe an organic reaction: reactants, conditions, products, and yield From a dataset of the Open Reaction Database (ORD), a public repository of structured organic reaction records. Starting materials: C(C)(C)N(CC)C(C)C (diisopropylethylamine), C(C)(=O)C1=CC=C(C=C1)SC=1C=C(C=CC1)C1(CNCC1)OC (3-[3-(4-acetylphenylthio)phenyl]-3-methoxypyrrolidine), C(C#C)Br (2-propynyl bromide). Product: C(C)(=O)C1=CC=C(C=C1)SC=1C=C(C=CC1)C1(CN(CC1)CC#C)OC (3-[3-(4-acetylphenylthio)phenyl]-3-methoxy-1-(prop-2-ynyl)pyrrolidine). Isolated yield 14.0%. RXN SMILES: [CH:1](N(C(C)C)CC)([CH3:3])[CH3:2].[C:10]([C:13]1[CH:18]=[CH:17][C:16]([S:19][C:20]2[CH:21]=[C:22]([C:26]3([O:31][CH3:32])[CH2:30][CH2:29][NH:28][CH2:27]3)[CH:23]=[CH:24][CH:25]=2)=[CH:15][CH:14]=1)(=[O:12])[CH3:11].C(Br)C#C>>[C:10]([C:13]1[CH:14]=[CH:15][C:16]([S:19][C:20]2[CH:21]=[C:22]([C:26]3([O:31][CH3:32])[CH2:30][CH2:29][N:28]([CH2:3][C:1]#[CH:2])[CH2:27]3)[CH:23]=[CH:24][CH:25]=2)=[CH:17][CH:18]=1)(=[O:12])[CH3:11]. Reported procedure: Using an analogous procedure to that described in Example 3 except that diisopropylethylamine was used in place of potassium carbonate, 3-[3-(4-acetylphenylthio)phenyl]-3-methoxypyrrolidine was reacted with 2-propynyl bromide to give 3-[3-(4-acetylphenylthio)phenyl]-3-methoxy-1-(prop-2-ynyl)pyrrolidine as a gum in 14% yield. Starting materials: [Mg] (magnesium), CN(C)C(C1C(CCCC1)=O)C1=CC=CC=C1 (2-(dimethylaminophenylmethyl)cyclohexanone), FC1=C(CBr)C=CC=C1F (2,3-difluorobenzyl bromide), Grignard reagent, [Cl-].[NH4+] (ammonium chloride). The solvent is CCOCC (ether), CCOCC (ether), CCOCC (ether). Yields the product crude base, Cl.FC1=C(CC2(C(CCCC2)C(C2=CC=CC=C2)N(C)C)O)C=CC=C1F (1-(2,3-difluorobenzyl)-2-(dimethylamino-phenylmethyl)cyclohexanol, hydrochloride). Isolated yield 30.0%. Reaction SMILES: [Mg].[F:2][C:3]1[C:10]([F:11])=[CH:9][CH:8]=[CH:7][C:4]=1[CH2:5]Br.[CH3:12][N:13]([CH:15]([C:23]1[CH:28]=[CH:27][CH:26]=[CH:25][CH:24]=1)[CH:16]1[CH2:21][CH2:20][CH2:19][CH2:18][C:17]1=[O:22])[CH3:14].[Cl-:29].[NH4+]>CCOCC>[ClH:29].[F:2][C:3]1[C:10]([F:11])=[CH:9][CH:8]=[CH:7][C:4]=1[CH2:5][C:17]1([OH:22])[CH2:18][CH2:19][CH2:20][CH2:21][CH:16]1[CH:15]([N:13]([CH3:12])[CH3:14])[C:23]1[CH:24]=[CH:25][CH:26]=[CH:27][CH:28]=1 |f:3.4,6.7|. Procedure details: 0.41 g (16.8 mmole) of magnesium turnings was stirred in 10 ml of ether of analysis purity. 3.47 g (16.8 mmole) of 2,3-difluorobenzyl bromide dissolved in 10 ml of ether were added dropwise so that the reaction mixture boiled gently. After completion of the addition the reaction mixture was stirred for a further hour at RT. 3.23 g (14.0 mmole) of the 2-(dimethylaminophenylmethyl)cyclohexanone prepared according to Example 1 were dissolved in 15 ml of ether, added dropwise to the Grignard reagent... Starting materials: IC1=CC=2CC3=CC(=CC=C3C2C=C1)CCC (2-iodo-7-propyl-fluorene), C(#C)C1=CC(=C(C=C1)F)F (4-ethynyl-1,2-difluorobenzene). The reagents and catalysts are C=1C=CC(=CC1)[P](C=2C=CC=CC2)(C=3C=CC=CC3)[Pd]([P](C=4C=CC=CC4)(C=5C=CC=CC5)C=6C=CC=CC6)([P](C=7C=CC=CC7)(C=8C=CC=CC8)C=9C=CC=CC9)[P](C=1C=CC=CC1)(C=1C=CC=CC1)C=1C=CC=CC1 (tetrakis(triphenylphosphine)palladium). The solvent is CN(C=O)C (dimethylformamide), C(C)N(CC)CC (triethylamine). The product is C(CC)C1=CC=2CC3=CC(=CC=C3C2C=C1)C#CC1=CC(=C(C=C1)F)F (2-propyl-7-(3,4-difluorophenylethynyl)fluorene). RXN SMILES: I[C:2]1[CH:14]=[CH:13][C:12]2[C:11]3[C:6](=[CH:7][C:8]([CH2:15][CH2:16][CH3:17])=[CH:9][CH:10]=3)[CH2:5][C:4]=2[CH:3]=1.[C:18]([C:20]1[CH:25]=[CH:24][C:23]([F:26])=[C:22]([F:27])[CH:21]=1)#[CH:19]>CN(C)C=O.C(N(CC)CC)C.C1C=CC([P]([Pd]([P](C2C=CC=CC=2)(C2C=CC=CC=2)C2C=CC=CC=2)([P](C2C=CC=CC=2)(C2C=CC=CC=2)C2C=CC=CC=2)[P](C2C=CC=CC=2)(C2C=CC=CC=2)C2C=CC=CC=2)(C2C=CC=CC=2)C2C=CC=CC=2)=CC=1>[CH2:15]([C:8]1[CH:9]=[CH:10][C:11]2[C:12]3[C:4](=[CH:3][C:2]([C:19]#[C:18][C:20]4[CH:25]=[CH:24][C:23]([F:26])=[C:22]([F:27])[CH:21]=4)=[CH:14][CH:13]=3)[CH2:5][C:6]=2[CH:7]=1)[CH2:16][CH3:17] |^1:43,45,64,83|. Procedure details: 2-iodo-7-propyl-fluorene in dimethylformamide and triethylamine was reacted with 4-ethynyl-1,2-difluorobenzene in the presence of tetrakis(triphenylphosphine)palladium (0), and the product was purified by silica gel column chromatography (hexane) and then recrystallized from ethanol to yield 2-propyl-7-(3,4-difluorophenylethynyl)fluorene. Starting materials: C(=O)(OCC)CC1C(CCC1C=CCCCCCC)=O (2-(carbethoxymethyl)-3-(1-octenyl)cyclopentanone), C(CO)O (ethylene glycol), O.C1(=CC=C(C=C1)S(=O)(=O)O)C (p-toluenesulfonic acid monohydrate), C1=CC=CC=C1 (benzene). Run in O (water). Yields the product C(=O)(OCC)CC1C(C2C(CCC2)O1)\C=C\CCCCCC (2-(carbethoxymethyl)-3-(1-trans-octenyl)-1,1-dioxolano-cyclopentane). As a reaction SMILES: [C:1]([CH2:6][CH:7]1[CH:11]([CH:12]=[CH:13][CH2:14][CH2:15][CH2:16][CH2:17][CH2:18][CH3:19])[CH2:10][CH2:9][C:8]1=O)([O:3][CH2:4][CH3:5])=[O:2].[CH2:21]([OH:24])[CH2:22]O.O.C1(C)C=CC(S(O)(=O)=O)=CC=1.C1C=CC=CC=1>O>[C:1]([CH2:6][CH:7]1[O:24][CH:21]2[CH2:22][CH2:8][CH2:9][CH:10]2[CH:11]1/[CH:12]=[CH:13]/[CH2:14][CH2:15][CH2:16][CH2:17][CH2:18][CH3:19])([O:3][CH2:4][CH3:5])=[O:2] |f:2.3|. Procedure details: A mixture of 10.142 g. (0.0362 mole) of 2-(carbethoxymethyl)-3-(1-octenyl)cyclopentanone (ethyl 9-oxo-3,4,5,6,7-pentanor-13-trans-prostenoate, Example 213), 3.49 g. (0.0562 mole) of ethylene glycol, 0.344 g. of p-toluenesulfonic acid monohydrate, and 30 ml. of benzene is refluxed for 4.5 hours with azeotropic removal of water. The mixture is cooled, placed onto a column of 130 g. of Florisil in benzene and the ketal is eluted off with benzene. The filtrate is evaporated to yield 9.53 g. of a col... The reactants are O1C[C@@H]([C@H]2[C@@H]1OCC2)OC(N[C@H]([C@@H](CN(CC(CCNC(NCC(=O)OCC)=O)(C)C)S(=O)(=O)C2=CC=C(C=C2)OC)O)CC2=CC=CC=C2)=O (ethyl (3S,4R)-1-[(3R,3aS,6aR)hexahydrofuro [2,3-b]furan-3-yloxy]-3-benzyl-4-hydroxy-6-[(4-methoxyphenyl)sulfonyl]-8,8-dimethyl-1,12-dioxo-2,6,11,13-tetraazapentadecan-15-oate), O1C[C@H]([C@@H]2[C@H]1OCC2)OC(N[C@H]([C@@H](CN(CC(CCNC(NCC(=O)OCC)=O)(C)C)S(=O)(=O)C2=CC=C(C=C2)OC)O)CC2=CC=CC=C2)=O (ethyl (3S,4R)-1-[(3S,3aR,6aS)hexahydrofuro[2,3-b]furan-3-yloxy]-3-benzyl-4-hydroxy-6-[(4-methoxyphenyl)sulfonyl]-8,8-dimethyl-1,12-dioxo-2,6,11,13-tetraazapentadecan-15-oate), N (NH3). Run in CO (MeOH). Product: NC(CNC(=O)NCCC(CC([C@@H]([C@H](CC1=CC=CC=C1)NC(O[C@@H]1CO[C@@H]2OCC[C@@H]21)=O)O)NS(=O)(=O)C2=CC=C(C=C2)OC)(C)C)=O ((3S,3aR,6aS)hexahydrofuro[2,3-b]furan-3-yl N-((1S,2R)-3-[4-([(2-amino-2-oxoethyl)amino]carbonylamino)-2,2-dimethylbutyl][(4-methoxyphenyl)sulfonyl]amino-1-benzyl-2-hydroxypropyl)carbamate). Isolated yield 52.0%. RXN SMILES: [O:1]1[C@H:5]2[O:6][CH2:7][CH2:8][C@H:4]2[C@@H:3]([O:9][C:10](=[O:51])[NH:11][C@@H:12]([CH2:44][C:45]2[CH:50]=[CH:49][CH:48]=[CH:47][CH:46]=2)[C@H:13]([OH:43])[CH2:14][N:15]([S:32]([C:35]2[CH:40]=[CH:39][C:38]([O:41][CH3:42])=[CH:37][CH:36]=2)(=[O:34])=[O:33])CC(C)(C)CCNC(=O)NCC(OCC)=O)[CH2:2]1.O1[C@@H]2OCC[C@@H]2[C@H](OC(=O)N[C@@H](CC2C=CC=CC=2)[C@H](O)CN(S(C2C=CC(OC)=CC=2)(=O)=O)[CH2:67][C:68]([CH3:82])([CH3:81])[CH2:69][CH2:70][NH:71][C:72](=[O:80])[NH:73][CH2:74][C:75](OCC)=[O:76])C1.[NH3:103]>CO>[NH2:103][C:75](=[O:76])[CH2:74][NH:73][C:72]([NH:71][CH2:70][CH2:69][C:68]([CH3:82])([CH3:81])[CH2:67][CH:14]([NH:15][S:32]([C:35]1[CH:36]=[CH:37][C:38]([O:41][CH3:42])=[CH:39][CH:40]=1)(=[O:34])=[O:33])[C@H:13]([OH:43])[C@@H:12]([NH:11][C:10](=[O:51])[O:9][C@H:3]1[C@@H:4]2[C@@H:5]([O:6][CH2:7][CH2:8]2)[O:1][CH2:2]1)[CH2:44][C:45]1[CH:50]=[CH:49][CH:48]=[CH:47][CH:46]=1)=[O:80]. Reported procedure: A solution of 22 mg (0.030 mmol) of a 1:1 mixture of ethyl (3S,4R)-1-[(3R,3aS,6aR)hexahydrofuro [2,3-b]furan-3-yloxy]-3-benzyl-4-hydroxy-6-[(4-methoxyphenyl)sulfonyl]-8,8-dimethyl-1,12-dioxo-2,6,11,13-tetraazapentadecan-15-oate and ethyl (3S,4R)-1-[(3S,3aR,6aS)hexahydrofuro[2,3-b]furan-3-yloxy]-3-benzyl-4-hydroxy-6-[(4-methoxyphenyl)sulfonyl]-8,8-dimethyl-1,12-dioxo-2,6,11,13-tetraazapentadecan-15-oate in 3 mL of 2M NH3 in MeOH in a sealed tube was stirred at RT. After 5 days the solution was co... Starting materials: CC=1C=C(C=C(O)C1)O (5-methyl-resorcinol), C(O)([O-])=O.[Na+] (sodium hydrogen carbonate), C1(=CC=CC=C1)S(=O)(=O)Cl (benzenesulfonyl chloride). The solvent is CCOCC (ether). Product: OC=1C=C(C=C(C1)C)OS(=O)(=O)C1=CC=CC=C1 (benzenesulfonic acid-3-hydroxy-5-methyl-phenyl ester). Isolated yield 98.4%. As a reaction SMILES: [CH3:1][C:2]1[CH:3]=[C:4]([OH:9])[CH:5]=[C:6]([CH:8]=1)[OH:7].C(=O)([O-])O.[Na+].[C:15]1([S:21](Cl)(=[O:23])=[O:22])[CH:20]=[CH:19][CH:18]=[CH:17][CH:16]=1>CCOCC>[OH:7][C:6]1[CH:5]=[C:4]([O:9][S:21]([C:15]2[CH:20]=[CH:19][CH:18]=[CH:17][CH:16]=2)(=[O:23])=[O:22])[CH:3]=[C:2]([CH3:1])[CH:8]=1 |f:1.2|. Procedure: 24.8 g (200 mmol) 5-methyl-resorcinol, 200 ml ether, 400 ml sodium hydrogen carbonate solution and 28.2 ml (220 mmol) benzenesulfonyl chloride were stirred for 2 d at room temperature, the organic phase was separated, the aqueous phase was extracted with ether, the combined organic phases were dried over sodium sulfate, filtered, the solvent was removed in a vacuum and 52 g (quant.) benzenesulfonic acid-3-hydroxy-5-methyl-phenyl ester was obtained. Fp 108°-110° C. Starting materials: ClC=1C=CC2=C(CCC3=C(C2=O)C=CC=C3O)C1 (8-chloro-1-hydroxy-10,11-dihydrodibenzo[a,d]cyclohepten-5-one), O(S(=O)(=O)C(F)(F)F)S(=O)(=O)C(F)(F)F (Tf2O). The solvent is N1=CC=CC=C1 (pyridine). Yields the product ClC=1C=CC2=C(CCC3=C(C2=O)C=CC=C3OS(=O)(=O)C(F)(F)F)C1 (Trifluoromethanesulfonic acid 8-chloro-5-oxo-10,11-dihydro-5H-dibenzo[a,d]cyclohepten-1-yl ester). RXN SMILES: [Cl:1][C:2]1[CH:3]=[CH:4][C:5]2[C:11](=[O:12])[C:10]3[CH:13]=[CH:14][CH:15]=[C:16]([OH:17])[C:9]=3[CH2:8][CH2:7][C:6]=2[CH:18]=1.[O:19](S(C(F)(F)F)(=O)=O)[S:20]([C:23]([F:26])([F:25])[F:24])(=O)=[O:21]>N1C=CC=CC=1>[Cl:1][C:2]1[CH:3]=[CH:4][C:5]2[C:11](=[O:12])[C:10]3[CH:13]=[CH:14][CH:15]=[C:16]([O:17][S:20]([C:23]([F:26])([F:25])[F:24])(=[O:21])=[O:19])[C:9]=3[CH2:8][CH2:7][C:6]=2[CH:18]=1. Procedure details: For the preparation of the title compound, 0.517 g (0.0020 mol) of 8-chloro-1-hydroxy-10,11-dihydrodibenzo[a,d]cyclohepten-5-one and 0.846 g (0.0030 mol) of Tf2O in 5 ml of pyridine are reacted by method R. C16H10ClF3O4S (Mr=390.77); GC 11.9 min The reactants are CC(C)(C)OC(=O)NCC(Nc1nccc(-c2n[nH]c3nc(NCCN4CCOCC4)ncc23)n1)c1cccc(Cl)c1, CCO, Cl. The product is NCC(Nc1nccc(-c2n[nH]c3nc(NCCN4CCOCC4)ncc23)n1)c1cccc(Cl)c1. RXN SMILES: [C:1]([O:2][C:3](=[O:4])[NH:7][CH2:8][CH:9]([NH:10][c:11]1[n:12][cH:13][cH:14][c:15](-[c:17]2[n:18][nH:19][c:20]3[n:21][c:22]([NH:26][CH2:27][CH2:28][N:29]4[CH2:30][CH2:31][O:32][CH2:33][CH2:34]4)[n:23][cH:24][c:25]23)[n:16]1)[c:35]1[cH:36][c:37]([Cl:41])[cH:38][cH:39][cH:40]1)([CH3:5])([CH3:6])[CH3:42].[CH3:44][CH2:45][OH:46].[ClH:43]>>[NH2:7][CH2:8][CH:9]([NH:10][c:11]1[n:12][cH:13][cH:14][c:15](-[c:17]2[n:18][nH:19][c:20]3[n:21][c:22]([NH:26][CH2:27][CH2:28][N:29]4[CH2:30][CH2:31][O:32][CH2:33][CH2:34]4)[n:23][cH:24][c:25]23)[n:16]1)[c:35]1[cH:36][c:37]([Cl:41])[cH:38][cH:39][cH:40]1.